From a dataset of the Open Reaction Database (ORD), a public repository of structured organic reaction records. describe an organic reaction: reactants, conditions, products, and yield Procedure: N-[3-(2-Carboxyethyl)-4,6-dimethylindolin-7-yl]-2,2-dimethylpropanamide (1.5 g) was dissolved in AcOEt (10 ml) and a solution of CH2N2 in ether was added. AcOEt (100 ml) was added, and after washing with water, the mixture was dried over anhydrous sodium sulfate. AcOEt was evaporated under reduced pressure. The residue was purified by silica gel column chromatography (eluent: CHCl3 /MeOH=50/1-10/1) to give 1.0 g of N-[3-(2-methoxycarbonylethyl)-4,6-dimethylindolin-7-yl]-2,2-dimethylpropanamide. The reactants are C(=O)(O)CCC1CNC2=C(C(=CC(=C12)C)C)NC(C(C)(C)C)=O (N-[3-(2-Carboxyethyl)-4,6-dimethylindolin-7-yl]-2,2-dimethylpropanamide), CCOC(=O)C (AcOEt), CCOC(=O)C (AcOEt). Solvent: CCOCC (ether). RXN SMILES: [C:1]([CH2:4][CH2:5][CH:6]1[C:14]2[C:9](=[C:10]([NH:17][C:18](=[O:23])[C:19]([CH3:22])([CH3:21])[CH3:20])[C:11]([CH3:16])=[CH:12][C:13]=2[CH3:15])[NH:8][CH2:7]1)([OH:3])=[O:2].[CH3:24]COC(C)=O>CCOCC>[CH3:24][O:2][C:1]([CH2:4][CH2:5][CH:6]1[C:14]2[C:9](=[C:10]([NH:17][C:18](=[O:23])[C:19]([CH3:20])([CH3:22])[CH3:21])[C:11]([CH3:16])=[CH:12][C:13]=2[CH3:15])[NH:8][CH2:7]1)=[O:3]. Product: COC(=O)CCC1CNC2=C(C(=CC(=C12)C)C)NC(C(C)(C)C)=O (N-[3-(2-methoxycarbonylethyl)-4,6-dimethylindolin-7-yl]-2,2-dimethylpropanamide). The reactants are COc1ccc(Oc2nc(-c3cccnc3)ncc2Br)cc1, CC(C)(C)OC(=O)N1CCNCC1, O=C([O-])[O-], [Cs+], [Cs+], O=C(C=Cc1ccccc1)C=Cc1ccccc1, O=C(C=Cc1ccccc1)C=Cc1ccccc1, O=C(C=Cc1ccccc1)C=Cc1ccccc1, [Pd], [Pd]. Yields the product COc1ccc(Oc2nc(-c3cccnc3)ncc2N2CCN(C(=O)OC(C)(C)C)CC2)cc1. RXN SMILES: [Br:1][c:2]1[c:3]([O:14][c:15]2[cH:16][cH:17][c:18]([O:21][CH3:22])[cH:19][cH:20]2)[n:4][c:5](-[c:8]2[cH:9][n:10][cH:11][cH:12][cH:13]2)[n:6][cH:7]1.[C:23]([CH3:24])([CH3:25])([CH3:26])[O:27][C:28](=[O:29])[N:30]1[CH2:31][CH2:32][NH:33][CH2:34][CH2:35]1.[C:36](=[O:37])([O-:38])[O-:39].[Cs+:40].[Cs+:41].[O:44]=[C:45]([CH:46]=[CH:47][c:48]1[cH:49][cH:50][cH:51][cH:52][cH:53]1)[CH:54]=[CH:55][c:56]1[cH:57][cH:58][cH:59][cH:60][cH:61]1.[O:62]=[C:63]([CH:64]=[CH:65][c:66]1[cH:67][cH:68][cH:69][cH:70][cH:71]1)[CH:72]=[CH:73][c:74]1[cH:75][cH:76][cH:77][cH:78][cH:79]1.[O:80]=[C:81]([CH:82]=[CH:83][c:84]1[cH:85][cH:86][cH:87][cH:88][cH:89]1)[CH:90]=[CH:91][c:92]1[cH:93][cH:94][cH:95][cH:96][cH:97]1.[Pd:42].[Pd:43]>>[c:2]1([N:33]2[CH2:32][CH2:31][N:30]([C:28]([O:27][C:23]([CH3:24])([CH3:25])[CH3:26])=[O:29])[CH2:35][CH2:34]2)[c:3]([O:14][c:15]2[cH:16][cH:17][c:18]([O:21][CH3:22])[cH:19][cH:20]2)[n:4][c:5](-[c:8]2[cH:9][n:10][cH:11][cH:12][cH:13]2)[n:6][cH:7]1. The reactants are CC(C)(C)OC(=O)N1CCC(=O)CC1, O=C([O-])O, CN(N)C(=O)Cc1ccc(F)cc1, CCO, Cl, [Na+]. Yields the product CN(NC1CCN(C(=O)OC(C)(C)C)CC1)C(=O)Cc1ccc(F)cc1. As a reaction SMILES: [C:14]([CH3:15])([CH3:16])([CH3:17])[O:18][C:19](=[O:20])[N:21]1[CH2:22][CH2:23][C:24](=[O:27])[CH2:25][CH2:26]1.[C:29](=[O:30])([OH:31])[O-:32].[CH3:1][N:2]([NH2:3])[C:4]([CH2:5][c:6]1[cH:7][cH:8][c:9]([F:12])[cH:10][cH:11]1)=[O:13].[CH3:34][CH2:35][OH:36].[ClH:28].[Na+:33]>>[CH3:1][N:2]([NH:3][CH:24]1[CH2:23][CH2:22][N:21]([C:19]([O:18][C:14]([CH3:15])([CH3:16])[CH3:17])=[O:20])[CH2:26][CH2:25]1)[C:4]([CH2:5][c:6]1[cH:7][cH:8][c:9]([F:12])[cH:10][cH:11]1)=[O:13]. Reactants: CO, COC=O, [N-]=[N+]=[N-], [Na+], O, c1ccc(CCCOCC2CO2)cc1. Product: [N-]=[N+]=NCC(O)COCCCc1ccccc1. RXN SMILES: [CH3:19][OH:20].[CH:21]([O:22][CH3:23])=[O:24].[N-:16]=[N+:17]=[N-:18].[Na+:15].[OH2:25].[c:1]1([CH2:7][CH2:8][CH2:9][O:10][CH2:11][CH:12]2[O:13][CH2:14]2)[cH:2][cH:3][cH:4][cH:5][cH:6]1>>[c:1]1([CH2:7][CH2:8][CH2:9][O:10][CH2:11][CH:12]([OH:13])[CH2:14][N:16]=[N+:17]=[N-:18])[cH:2][cH:3][cH:4][cH:5][cH:6]1. Reactants: ClC=1C(=NC=CN1)C#N (3-chloropyrazine-2-carbonitrile), [H][H] (hydrogen). The reagents and catalysts are [Ni] (Raney Nickel). Solvent: CO (methanol), C(C)(=O)O (acetic acid). Product: Cl.ClC=1C(=NC=CN1)CN ((3-chloropyrazin-2-yl)methanamine.hydrochloride). Isolated yield 148.7%. Reaction SMILES: [Cl:1][C:2]1[C:3]([C:8]#[N:9])=[N:4][CH:5]=[CH:6][N:7]=1.[H][H]>C(O)(=O)C.[Ni].CO>[ClH:1].[Cl:1][C:2]1[C:3]([CH2:8][NH2:9])=[N:4][CH:5]=[CH:6][N:7]=1 |f:5.6|. Reported procedure: To a solution of 3-chloropyrazine-2-carbonitrile (160 g, 1.147 mol) in acetic acid (1.5 L) was added Raney Nickel (50% slurry in water, 70 g, 409 mmol). The resulting mixture was stirred under 4 bar hydrogen at room temperature overnight. Raney Nickel was removed by filtration over decalite and the filtrate was concentrated under reduced pressure and co-evaporated with toluene. The remaining brown solid was dissolved in ethyl acetate at 50° C. and cooled on an ice-bath. 2M hydrogen chloride solu... The reactants are C(CCCC)[C@@H]1CC[C@H](CC1)C1=CC=C(C=C1)C1=CC=C(C=C1)C=C[C@@H]1CC[C@H](CC1)C1=CC=C(C=C1)C1=CC=C(C=C1)C#N (4'-[trans-4-[2-(4'-(trans-4-pentylcyclohexyl)-4-biphenylyl)vinyl]cyclohexyl]-4-biphenylcarbonitrile), [H][H] (hydrogen). Reagents/catalysts: [Pd] (palladium/carbon). Solvent: O1CCCC1 (tetrahydrofuran). Product: C(CCCC)[C@@H]1CC[C@H](CC1)C1=CC=C(C=C1)C1=CC=C(C=C1)CC[C@@H]1CC[C@H](CC1)C1=CC=C(C=C1)C1=CC=C(C=C1)C#N (4'-[trans-4-[2-(4'-(trans-4-pentylcyclohexyl)-4-biphenylyl)ethyl]cyclohexyl]-4-biphenylcarbonitrile). RXN SMILES: [CH2:1]([C@H:6]1[CH2:11][CH2:10][C@H:9]([C:12]2[CH:17]=[CH:16][C:15]([C:18]3[CH:23]=[CH:22][C:21]([CH:24]=[CH:25][C@H:26]4[CH2:31][CH2:30][C@H:29]([C:32]5[CH:37]=[CH:36][C:35]([C:38]6[CH:43]=[CH:42][C:41]([C:44]#[N:45])=[CH:40][CH:39]=6)=[CH:34][CH:33]=5)[CH2:28][CH2:27]4)=[CH:20][CH:19]=3)=[CH:14][CH:13]=2)[CH2:8][CH2:7]1)[CH2:2][CH2:3][CH2:4][CH3:5].[H][H]>O1CCCC1.[Pd]>[CH2:1]([C@H:6]1[CH2:11][CH2:10][C@H:9]([C:12]2[CH:17]=[CH:16][C:15]([C:18]3[CH:23]=[CH:22][C:21]([CH2:24][CH2:25][C@H:26]4[CH2:27][CH2:28][C@H:29]([C:32]5[CH:33]=[CH:34][C:35]([C:38]6[CH:39]=[CH:40][C:41]([C:44]#[N:45])=[CH:42][CH:43]=6)=[CH:36][CH:37]=5)[CH2:30][CH2:31]4)=[CH:20][CH:19]=3)=[CH:14][CH:13]=2)[CH2:8][CH2:7]1)[CH2:2][CH2:3][CH2:4][CH3:5]. Reported procedure: A solution of 0.214 g of 4'-[trans-4-[2-(4'-(trans-4-pentylcyclohexyl)-4-biphenylyl)vinyl]cyclohexyl]-4-biphenylcarbonitrile in 200 ml of tetrahydrofuran was treated with 52.5 mg of palladium/carbon (5%) and hydrogenated at room temperature until the hydrogen uptake came to a stand-still (1.75 hours). The reaction mixture was subsequently gassed with nitrogen and suction filtered (rinsing with hot tetrahydrofuran). After concentrating the filtrate in vacuo and drying at 50° C. under a water-jet ... Yields the product CC1(C(C(C=2C(=CC=3C(=NON3)C2)O1)NC(C)=O)OC(C)=O)C (7,8-dihydro-6,6-dimethyl-7-acetoxy-8-acetylamino-6H-pyrano [2,3-f] benzo-2,1,3-oxadiazole). Isolated yield 26.0%. Run in C(C)(=O)OCC (ethyl acetate). Reaction conditions: time 24 hour. Reported procedure: A mixture of 100 mg (0.36 m mol) of 7,8-dihydro-6,6-dimethyl-7-hydroxy-8-acetylamino-6H-pyrano [2,3-f] benzo-2,1,3-oxadiazole, 2 ml of pyridine and 34 μl (0.36 m mol) of acetic anhydride was stirred at the room temperature for 24 hours. After the completion of the reaction, the mixture was diluted with ethyl acetate, washed with water and saturated anhydrous NaCl solution and dried over anhydrous magnesium sulfate. After the solvent was distilled off, the residue was recrystallized from chlorofo... Reactants: CC1(C(C(C=2C(=CC=3C(=NON3)C2)O1)NC(C)=O)O)C (7,8-dihydro-6,6-dimethyl-7-hydroxy-8-acetylamino-6H-pyrano [2,3-f] benzo-2,1,3-oxadiazole), N1=CC=CC=C1 (pyridine), C(C)(=O)OC(C)=O (acetic anhydride). RXN SMILES: [CH3:1][C:2]1([CH3:20])[O:14][C:6]2=[CH:7][C:8]3[C:9]([CH:13]=[C:5]2[CH:4]([NH:15][C:16](=[O:18])[CH3:17])[CH:3]1[OH:19])=[N:10][O:11][N:12]=3.N1C=CC=CC=1.[C:27](OC(=O)C)(=[O:29])[CH3:28]>C(OCC)(=O)C>[CH3:1][C:2]1([CH3:20])[O:14][C:6]2=[CH:7][C:8]3[C:9]([CH:13]=[C:5]2[CH:4]([NH:15][C:16](=[O:18])[CH3:17])[CH:3]1[O:19][C:27](=[O:29])[CH3:28])=[N:10][O:11][N:12]=3.